Task: describe an organic reaction: reactants, conditions, products, and yield. Dataset: the Open Reaction Database (ORD), a public repository of structured organic reaction records Starting materials: O (water), Stannic chloride, [N+](=O)([O-])C1=CC2=C(SC=C2)C=C1 (5-nitrobenzo[b]thiophene), BrCC1=C(C=C(C(=O)OC)C=C1)OC (methyl 4-bromomethyl-3-methoxybenzoate). Solvent: ClCCl (dichloromethane). Yields the product COC=1C=C(C(=O)OC)C=CC1CC=1C2=C(SC1)C=CC(=C2)[N+](=O)[O-] (methyl 3-methoxy-4-(5-nitrobenzo[b]thien-3-ylmethyl)benzoate). Reaction SMILES: [N+:1]([C:4]1[CH:12]=[CH:11][C:7]2[S:8][CH:9]=[CH:10][C:6]=2[CH:5]=1)([O-:3])=[O:2].Br[CH2:14][C:15]1[CH:24]=[CH:23][C:18]([C:19]([O:21][CH3:22])=[O:20])=[CH:17][C:16]=1[O:25][CH3:26].O>ClCCl>[CH3:26][O:25][C:16]1[CH:17]=[C:18]([CH:23]=[CH:24][C:15]=1[CH2:14][C:10]1[C:6]2[CH:5]=[C:4]([N+:1]([O-:3])=[O:2])[CH:12]=[CH:11][C:7]=2[S:8][CH:9]=1)[C:19]([O:21][CH3:22])=[O:20]. Procedure: Stannic chloride (0.41 g.) was added to a stirred solution of 5-nitrobenzo[b]thiophene (0.28 g.) and methyl 4-bromomethyl-3-methoxybenzoate (B) (0.61 g.) in dichloromethane (5 ml.). The mixture was heated under reflux for 18 hours. The cooled mixture was poured into water (10 ml.) and extracted with dichloromethane (2×20 ml.). The combined extracts were dried (MgSO4) and evaporated. The oil was purified by flash chromatography on silica gel (100 ml.) eluting with 1:9 v/v ethyl acetate:hexane. Th... Starting materials: C(CC(O)(C(=O)OCC)CC(=O)OCC)(=O)OCC (triethyl citrate), [H][H] (hydrogen). The reagents and catalysts are catalyst B. Run in C(C)O (ethanol), C(C)O (ethanol). Product: C(C(CC(=O)OCC)C(=O)OCC)C(=O)OCC (triethyl 1,2,3-propanetricarboxylate). The yield is 54.0%. As a reaction SMILES: [C:1]([O:17][CH2:18][CH3:19])(=[O:16])[CH2:2][C:3]([CH2:10][C:11]([O:13][CH2:14][CH3:15])=[O:12])([C:5]([O:7][CH2:8][CH3:9])=[O:6])O.[H][H]>C(O)C>[CH2:2]([C:1]([O:17][CH2:18][CH3:19])=[O:16])[CH:3]([C:5]([O:7][CH2:8][CH3:9])=[O:6])[CH2:10][C:11]([O:13][CH2:14][CH3:15])=[O:12]. Reported procedure: 400 ml of triethyl citrate were hydrogenated at 175° C. and 10 bar together with 1100 ml of ethanol and 60 g of catalyst B (4-mm pellets) until the take-up of hydrogen had ceased. The reaction product was freed from ethanol and distilled under reduced pressure, giving 231.8 g (54%) of triethyl 1,2,3-propanetricarboxylate. The reactants are CO, NN, O=C1NC(=O)c2c(CCCCCCCCCCCCC3CNCCO3)cccc21. Yields the product NCCCCCCCCCCCCC1CNCCO1. As a reaction SMILES: [CH3:32][OH:33].[NH2:1][NH2:2].[O:3]1[CH:4]([CH2:9][CH2:10][CH2:11][CH2:12][CH2:13][CH2:14][CH2:15][CH2:16][CH2:17][CH2:18][CH2:19][CH2:20][c:21]2[cH:22][cH:23][cH:24][c:25]3[c:30]2[C:28](=[O:29])[NH:27][C:26]3=[O:31])[CH2:5][NH:6][CH2:7][CH2:8]1>>[NH2:1][CH2:20][CH2:19][CH2:18][CH2:17][CH2:16][CH2:15][CH2:14][CH2:13][CH2:12][CH2:11][CH2:10][CH2:9][CH:4]1[O:3][CH2:8][CH2:7][NH:6][CH2:5]1. The reactants are Cc1ccc(C)c(N)c1, FC(F)(F)c1cc(Cl)nc(-c2cccnc2)n1. The product is Cc1ccc(C)c(Nc2cc(C(F)(F)F)nc(-c3cccnc3)n2)c1. Reaction SMILES: [CH3:18][c:19]1[cH:20][cH:21][c:22]([CH3:23])[c:24]([NH2:25])[cH:26]1.[Cl:1][c:2]1[n:3][c:4](-[c:12]2[cH:13][n:14][cH:15][cH:16][cH:17]2)[n:5][c:6]([C:8]([F:9])([F:10])[F:11])[cH:7]1>>[c:2]1([NH:25][c:24]2[c:22]([CH3:23])[cH:21][cH:20][c:19]([CH3:18])[cH:26]2)[n:3][c:4](-[c:12]2[cH:13][n:14][cH:15][cH:16][cH:17]2)[n:5][c:6]([C:8]([F:9])([F:10])[F:11])[cH:7]1. The reactants are culture solution, [OH-].[Na+] (sodium hydroxide), O=C[C@H](O)[C@@H](O)[C@H](O)[C@H](O)CO (glucose), C1=CC(=C[N+](=C1)[C@H]2[C@@H]([C@@H]([C@H](O2)COP(=O)(O)OP(=O)(O)OC[C@@H]3[C@H]([C@H]([C@@H](O3)N4C=NC5=C4N=CN=C5N)OP(=O)(O)O)O)O)O)C(=O)N (NADP), C(C1=CC=CC=C1)(=O)OC[C@H](CC(CC(=O)OC(C)(C)C)=O)O (tert-butyl (S)-6-benzoyloxy-5-hydroxy-3-oxohexanoate). Run in C1(=CC=CC=C1)C (toluene). Reaction conditions: temperature 30 celsius, time 24 hour. Product: C(C1=CC=CC=C1)OC[C@@H](C[C@H](CC(=O)OC(C)(C)C)O)O (tert-butyl (3R,5R)-6-benzyloxy-3,5-dihydroxyhexanoate). Isolated yield 92.3%. RXN SMILES: O=C[C@@H]([C@H]([C@@H]([C@@H](CO)O)O)O)O.C1C=[N+]([C@@H]2O[C@H](COP(OP(OC[C@H]3O[C@@H](N4C5N=CN=C(N)C=5N=C4)[C@H](OP(O)(O)=O)[C@@H]3O)(O)=O)(O)=O)[C@@H](O)[C@H]2O)C=C(C(N)=O)C=1.[C:61]([O:69][CH2:70][C@@H:71]([OH:83])[CH2:72][C:73](=[O:82])[CH2:74][C:75]([O:77][C:78]([CH3:81])([CH3:80])[CH3:79])=[O:76])(=O)[C:62]1[CH:67]=[CH:66][CH:65]=[CH:64][CH:63]=1.[OH-].[Na+]>C1(C)C=CC=CC=1>[CH2:61]([O:69][CH2:70][C@H:71]([OH:83])[CH2:72][C@@H:73]([OH:82])[CH2:74][C:75]([O:77][C:78]([CH3:79])([CH3:80])[CH3:81])=[O:76])[C:62]1[CH:63]=[CH:64][CH:65]=[CH:66][CH:67]=1 |f:3.4|. Procedure details: To 40 ml of a culture solution of E. coli HB101 (pNTCMG1) prepared in the same manner as in Example 6, 3 g of glucose, 6 mg of NADP, 4 g of tert-butyl (S)-6-benzoyloxy-5-hydroxy-3-oxohexanoate and 1.6 g of toluene were added. The reaction solution was stirred at 30° C. for 24 hours while adjusting the pH of the reaction solution to pH 6.5 by adding 5 M sodium hydroxide dropwise. After completion of the reaction, the reaction solution was extracted with toluene. The solvent was removed and then a... Starting materials: ClC=1C=C(C=CC1Cl)S(=O)(=O)N1C=2C=CC=CC2C2=C(C=C(C=C2C1CC(=O)O)F)F ([5-(3,4-dichloro-benzenesulfonyl)-8,10-difluoro-5,6-dihydro-phenanthridin-6-yl]-acetic acid), Cl.Cl.N1C(=NCC1)C1=CC=C(C=C1)CCN (2-[4-(4,5-dihydro-1H-imidazol-2-yl)-phenyl]-ethylamine dihydrochloride). Product: Cl.ClC=1C=C(C=CC1Cl)S(=O)(=O)N1C=2C=CC=CC2C2=C(C=C(C=C2C1CC(=O)NCCC1=CC=C(C=C1)C=1NCCN1)F)F (2-[5-(3,4-Dichloro-benzenesulfonyl)-8,10-difluoro-5,6-dihydro-phenanthridin-6-yl]-N-{2-[4-(4,5-dihydro-1H-imidazol-2-yl)-phenyl]-ethyl}-acetamide hydrochloride). Reaction SMILES: [Cl:1][C:2]1[CH:3]=[C:4]([S:9]([N:12]2[CH:25]([CH2:26][C:27]([OH:29])=O)[C:24]3[C:19](=[C:20]([F:31])[CH:21]=[C:22]([F:30])[CH:23]=3)[C:18]3[CH:17]=[CH:16][CH:15]=[CH:14][C:13]2=3)(=[O:11])=[O:10])[CH:5]=[CH:6][C:7]=1[Cl:8].Cl.Cl.[NH:34]1[CH2:38][CH2:37][N:36]=[C:35]1[C:39]1[CH:44]=[CH:43][C:42]([CH2:45][CH2:46][NH2:47])=[CH:41][CH:40]=1>>[ClH:1].[Cl:1][C:2]1[CH:3]=[C:4]([S:9]([N:12]2[CH:25]([CH2:26][C:27]([NH:47][CH2:46][CH2:45][C:42]3[CH:43]=[CH:44][C:39]([C:35]4[NH:36][CH2:37][CH2:38][N:34]=4)=[CH:40][CH:41]=3)=[O:29])[C:24]3[C:19](=[C:20]([F:31])[CH:21]=[C:22]([F:30])[CH:23]=3)[C:18]3[CH:17]=[CH:16][CH:15]=[CH:14][C:13]2=3)(=[O:10])=[O:11])[CH:5]=[CH:6][C:7]=1[Cl:8] |f:1.2.3,4.5|. Procedure details: The title compound was prepared from [5-(3,4-dichloro-benzenesulfonyl)-8,10-difluoro-5,6-dihydro-phenanthridin-6-yl]-acetic acid and 2-[4-(4,5-dihydro-1H-imidazol-2-yl)-phenyl]-ethylamine dihydrochloride (Reference Example 2) according to the method described in Example 1e. MS (EI) 656.1 (MH+). The reactants are BrC1=CC=C(C#N)C(=C1)F (4-bromo-6-fluorobenzonitrile), CN(C)C=O (DMF), C(C)(=O)OCC (ethyl acetate). Reagents/catalysts: [C-]#N.[Zn+2].[C-]#N (Zinc cyanide), [Pd].C1(=CC=CC=C1)P(C1=CC=CC=C1)C1=CC=CC=C1.C1(=CC=CC=C1)P(C1=CC=CC=C1)C1=CC=CC=C1.C1(=CC=CC=C1)P(C1=CC=CC=C1)C1=CC=CC=C1.C1(=CC=CC=C1)P(C1=CC=CC=C1)C1=CC=CC=C1 (tetrakis(triphenylphosphine)-palladium(0)). Run at temperature 90 celsius. The product is FC1=C(C#N)C=CC(=C1)C#N (2-fluoro-terephthalonitrile). RXN SMILES: Br[C:2]1[CH:9]=[C:8]([F:10])[C:5]([C:6]#[N:7])=[CH:4][CH:3]=1.C(OCC)(=O)C.[CH3:17][N:18](C=O)C>[C-]#N.[Zn+2].[C-]#N.[Pd].C1(P(C2C=CC=CC=2)C2C=CC=CC=2)C=CC=CC=1.C1(P(C2C=CC=CC=2)C2C=CC=CC=2)C=CC=CC=1.C1(P(C2C=CC=CC=2)C2C=CC=CC=2)C=CC=CC=1.C1(P(C2C=CC=CC=2)C2C=CC=CC=2)C=CC=CC=1>[F:10][C:8]1[CH:9]=[C:2]([C:17]#[N:18])[CH:3]=[CH:4][C:5]=1[C:6]#[N:7] |f:3.4.5,6.7.8.9.10|. Reported procedure: To a solution of 4-bromo-6-fluorobenzonitrile (5 g, 25 mmol) in anhydrous DMF (20 mL) was added Zinc cyanide (1.75 g, 14.9 mmol) and tetrakis(triphenylphosphine)-palladium(0) (0.6 g, 0.519 mmol). The reaction mixture was heated overnight under argon at 90° C. After cooling to room temperature, the reaction mixture was poured into ethyl acetate (150 mL) and extracted with water 50 mL, 2×30 mL, brine (30 mL), then dried over anhydrous sodium sulfate. After rotary evaporation of most solvent, the c... Starting materials: C(C)(C)(C)OC(=O)N1CCC(=CC1)C1=CC=C(C=2N=C(SC21)NC(=O)C2=CC(=NC=C2)C)OC (4-{4-methoxy-2-[(2-methyl-pyridine-4-carbonyl)-amino]-benzothiazol-7-yl}-3,6-dihydro-2H-pyridine-1-carboxylic acid tert-butyl ester), C1CCOC1 (THF). Reagents/catalysts: [Pd] (Pd/C). The solvent is CO (methanol). Reaction conditions: time 10 hour. The product is C(C)(C)(C)OC(=O)N1CCC(CC1)C1=CC=C(C=2N=C(SC21)NC(=O)C2=CC(=NC=C2)C)OC (4-{4-methoxy-2-[(2-methyl-pyridine-4-carbonyl)-amino]-benzothiazol-7-yl}-piperidine-1-carboxylic acid tert-butyl ester). The yield is 50.1%. As a reaction SMILES: [C:1]([O:5][C:6]([N:8]1[CH2:13][CH:12]=[C:11]([C:14]2[C:22]3[S:21][C:20]([NH:23][C:24]([C:26]4[CH:31]=[CH:30][N:29]=[C:28]([CH3:32])[CH:27]=4)=[O:25])=[N:19][C:18]=3[C:17]([O:33][CH3:34])=[CH:16][CH:15]=2)[CH2:10][CH2:9]1)=[O:7])([CH3:4])([CH3:3])[CH3:2].C1COCC1>CO.[Pd]>[C:1]([O:5][C:6]([N:8]1[CH2:13][CH2:12][CH:11]([C:14]2[C:22]3[S:21][C:20]([NH:23][C:24]([C:26]4[CH:31]=[CH:30][N:29]=[C:28]([CH3:32])[CH:27]=4)=[O:25])=[N:19][C:18]=3[C:17]([O:33][CH3:34])=[CH:16][CH:15]=2)[CH2:10][CH2:9]1)=[O:7])([CH3:4])([CH3:3])[CH3:2]. Procedure details: To a solution of 0.30 g (0.62 mMol) of 4-{4-methoxy-2-[(2-methyl-pyridine-4-carbonyl)-amino]-benzothiazol-7-yl}-3,6-dihydro-2H-pyridine-1-carboxylic acid tert-butyl ester in 15.0 ml of methanol and 15.0 ml THF 160.0 mg of Pd/C (10%) were added. The reaction mixture was hydrogenated at 60° C. for 10 h, then filtered and evaporated to dryness in vacuo. The residue was triturated in diethyl ether to yield 0.15 g (53%) 4-{4-methoxy-2-[(2-methyl-pyridine-4-carbonyl)-amino]-benzothiazol-7-yl}-piperidi... Starting materials: NC1=C(C#N)C=C(C=C1)Cl (2-amino-5-chlorobenzonitrile), C(=O)N (formamide), O (water). The product is NC1=NC=NC2=CC=C(C=C12)Cl (4-amino-6-chloro-quinazoline). The yield is 95.0%. Reaction SMILES: [NH2:1][C:2]1[CH:9]=[CH:8][C:7]([Cl:10])=[CH:6][C:3]=1[C:4]#[N:5].O.[CH:12]([NH2:14])=O>>[NH2:5][C:4]1[C:3]2[C:2](=[CH:9][CH:8]=[C:7]([Cl:10])[CH:6]=2)[N:1]=[CH:12][N:14]=1. Procedure details: A solution of 2-amino-5-chlorobenzonitrile (1.07 g, 7.0 mmol) in formamide (20 ml) was heated at 180° C. for 6 hours. After cooling to room temperature, water (30 ml) was added to the reaction mixture. The precipitate was collected by filtration, washed with water and dried over P2O5, yielding the title compound as a grey solid (1.2 g, yield: 95%) which was characterized by its mass spectrum as follows: MS (m/z): 180 ([M+H]+, 100). Starting materials: O.NN (hydrazine monohydrate), C(=C=C)P1(OCC(CO1)(C)C)=O (2-allenyl-5,5-dimethyl-2-oxo-1,3,2-dioxaphosphorinane), CC1(COP(OC1)(=O)C#CC)C (5,5-dimethyl-2-(1-propynyl)-2-oxo-1,3,2-dioxaphosphorinane), Cl (hydrochloric acid). The product is desired product, C(C(=O)C)P1(OCC(CO1)(C)C)=O (2-acetonyl-5,5-dimethyl-2-oxo-1,3,2-dioxaphosphorinane). The yield is 57.5%. Reaction SMILES: [CH:1]([P:4]1(=[O:12])[O:9][CH2:8][C:7]([CH3:11])([CH3:10])[CH2:6][O:5]1)=[C:2]=[CH2:3].CC1(C)COP(C#CC)(=O)[O:16]C1.O.NN.Cl>>[CH2:1]([P:4]1(=[O:12])[O:5][CH2:6][C:7]([CH3:10])([CH3:11])[CH2:8][O:9]1)[C:2]([CH3:3])=[O:16] |f:2.3|. Procedure: A solution mixture of II and III obtained in Reference Example 1 was stirred under cooling with ice and 510 g (10.2 mol) of hydrazine monohydrate was dropwise added thereto. After the completion of dropwise addition, the solution mixture was stirred for 30 minutes (the reaction was completed in ten minutes), and 11.2 kg of 10% by weight hydrochloric acid was added thereto. The solution mixture was stirred for one hour at room temperature and 5.0 kg of the solvent was distilled off. The solution ...